From a dataset of the Open Reaction Database (ORD), a public repository of structured organic reaction records. describe an organic reaction: reactants, conditions, products, and yield The reactants are COc1ccc(C(=O)CBr)cc1, CCn1cc(C(=O)O)c(=O)c2cc(F)c(N3CCNCC3)c(F)c21. Product: CCn1cc(C(=O)O)c(=O)c2cc(F)c(N3CCN(CC(=O)c4ccc(OC)cc4)CC3)c(F)c21. As a reaction SMILES: [Br:25][CH2:26][C:27](=[O:28])[c:29]1[cH:30][cH:31][c:32]([O:35][CH3:36])[cH:33][cH:34]1.[CH2:1]([CH3:2])[n:3]1[cH:4][c:5]([C:22](=[O:23])[OH:24])[c:6](=[O:21])[c:7]2[cH:8][c:9]([F:20])[c:10]([N:14]3[CH2:15][CH2:16][NH:17][CH2:18][CH2:19]3)[c:11]([F:13])[c:12]12>>[CH2:1]([CH3:2])[n:3]1[cH:4][c:5]([C:22](=[O:23])[OH:24])[c:6](=[O:21])[c:7]2[cH:8][c:9]([F:20])[c:10]([N:14]3[CH2:15][CH2:16][N:17]([CH2:26][C:27](=[O:28])[c:29]4[cH:30][cH:31][c:32]([O:35][CH3:36])[cH:33][cH:34]4)[CH2:18][CH2:19]3)[c:11]([F:13])[c:12]12.